describe an organic reaction: reactants, conditions, products, and yield From a dataset of the Open Reaction Database (ORD), a public repository of structured organic reaction records. Starting materials: BrC1=NC(=CC(=C1)S(=O)(=O)C1=CC=C(C=C1)N)N1CCCC1 (4-(2-bromo-6-pyrrolidine-1-yl-pyridine-4-sulfonyl)-phenylamine), C1(=CC=C(C=C1)B(O)O)C (4-tolylboronic acid). The reagents and catalysts are C1=CC=C(C=C1)P(C2=CC=CC=C2)C3=CC=CC=C3.C1=CC=C(C=C1)P(C2=CC=CC=C2)C3=CC=CC=C3.Cl[Pd]Cl (bis(triphenylphosphine)-palladium(II)-chloride). Run in C([O-])([O-])=O.[K+].[K+] (potassium carbonate), C1(=CC=CC=C1)C (toluene). Product: N1(CCCC1)C1=NC(=CC(=C1)S(=O)(=O)C1=CC=C(C=C1)N)C1=CC=C(C=C1)C (4-(2-pyrrolidine-1-yl-6-p-tolyl-pyridine-4-sulfonyl)-phenylamine). Isolated yield 40.7%. As a reaction SMILES: Br[C:2]1[CH:7]=[C:6]([S:8]([C:11]2[CH:16]=[CH:15][C:14]([NH2:17])=[CH:13][CH:12]=2)(=[O:10])=[O:9])[CH:5]=[C:4]([N:18]2[CH2:22][CH2:21][CH2:20][CH2:19]2)[N:3]=1.[C:23]1([CH3:32])[CH:28]=[CH:27][C:26](B(O)O)=[CH:25][CH:24]=1>C1(C)C=CC=CC=1.C(=O)([O-])[O-].[K+].[K+].C1C=CC(P(C2C=CC=CC=2)C2C=CC=CC=2)=CC=1.C1C=CC(P(C2C=CC=CC=2)C2C=CC=CC=2)=CC=1.Cl[Pd]Cl>[N:18]1([C:4]2[CH:5]=[C:6]([S:8]([C:11]3[CH:16]=[CH:15][C:14]([NH2:17])=[CH:13][CH:12]=3)(=[O:10])=[O:9])[CH:7]=[C:2]([C:26]3[CH:27]=[CH:28][C:23]([CH3:32])=[CH:24][CH:25]=3)[N:3]=2)[CH2:22][CH2:21][CH2:20][CH2:19]1 |f:3.4.5,6.7.8|. Reported procedure: A mixture of 191 mg (0.5 mmole) 4-(2-bromo-6-pyrrolidine-1-yl-pyridine-4-sulfonyl)-phenylamine, 84 mg (0.55 mmole) 4-tolylboronic acid, 18 mg bis(triphenylphosphine)-palladium(II)-chloride is refluxed for 2.5 hours in 7 ml toluene and 2 ml 2N aqueous potassium carbonate. The solvents are removed in vacuo. Flash chromatography (silicagel, ethyl acetate/hexane 1/1) of the residue yields 80 mg (40%) pure 4-(2-pyrrolidine-1-yl-6-p-tolyl-pyridine-4-sulfonyl)-phenylamine as a pale yellow solid mp.: 25... The reactants are CC(C)(C)OC(=O)N1CCc2[nH]cnc2C1, C1CCOC1, CCOC(C)=O, O=C1CCC(=O)N1I. The product is CC(C)(C)OC(=O)N1CCc2[nH]c(I)nc2C1. As a reaction SMILES: [C:1]([CH3:2])([CH3:3])([CH3:4])[O:5][C:6](=[O:7])[N:8]1[CH2:9][c:10]2[c:11]([nH:14][cH:15][n:16]2)[CH2:12][CH2:13]1.[CH2:25]1[O:26][CH2:27][CH2:28][CH2:29]1.[CH3:30][CH2:31][O:32][C:33]([CH3:34])=[O:35].[O:17]=[C:18]1[N:19]([I:24])[C:20](=[O:21])[CH2:22][CH2:23]1>>[C:1]([CH3:2])([CH3:3])([CH3:4])[O:5][C:6](=[O:7])[N:8]1[CH2:9][c:10]2[c:11]([nH:14][c:15]([I:24])[n:16]2)[CH2:12][CH2:13]1. Starting materials: C1CCOC1, CCCC[N+](CCCC)(CCCC)CCCC, [F-], CC(C)(C)[Si](C)(C)Oc1cccc2ccc(-c3nnc4ccccn34)nc12. Yields the product Oc1cccc2ccc(-c3nnc4ccccn34)nc12. Reaction SMILES: [CH2:46]1[O:47][CH2:48][CH2:49][CH2:50]1.[CH3:29][CH2:30][CH2:31][CH2:32][N+:33]([CH2:34][CH2:35][CH2:36][CH3:37])([CH2:38][CH2:39][CH2:40][CH3:41])[CH2:42][CH2:43][CH2:44][CH3:45].[F-:28].[n:1]1[n:2][c:3](-[c:10]2[n:11][c:12]3[c:13]([O:20][Si:21]([C:22]([CH3:23])([CH3:24])[CH3:25])([CH3:26])[CH3:27])[cH:14][cH:15][cH:16][c:17]3[cH:18][cH:19]2)[n:4]2[c:5]1[cH:6][cH:7][cH:8][cH:9]2>>[n:1]1[n:2][c:3](-[c:10]2[n:11][c:12]3[c:13]([OH:20])[cH:14][cH:15][cH:16][c:17]3[cH:18][cH:19]2)[n:4]2[c:5]1[cH:6][cH:7][cH:8][cH:9]2. Starting materials: N([C@@H](C1=CC=CC=C1)C(=O)ON1C(=O)CCC1=O)C(=O)OCC1=CC=CC=C1 (Z-Phg-OSu), N[C@@H](CC1=CC(=C(C=C1)O)C(C)(C)C)C(=O)OC (Tyr(3-tBu)-OMe). Reagents/catalysts: CN(C)C=1C=CN=CC1 (DMAP). Run in CN(C)C=O (DMF), C(C)(=O)OCC (ethyl acetate). Reaction conditions: time 1 hour. Yields the product N([C@@H](C1=CC=CC=C1)C(=O)N[C@@H](CC1=CC(=C(C=C1)O)C(C)(C)C)C(=O)OC)C(=O)OCC1=CC=CC=C1 (Z-Phg-Tyr(3-tBu)-OMe). As a reaction SMILES: [NH:1]([C:19]([O:21][CH2:22][C:23]1[CH:28]=[CH:27][CH:26]=[CH:25][CH:24]=1)=[O:20])[C@H:2]([C:9]([O:11]N1C(=O)CCC1=O)=O)[C:3]1[CH:8]=[CH:7][CH:6]=[CH:5][CH:4]=1.[NH2:29][C@H:30]([C:43]([O:45][CH3:46])=[O:44])[CH2:31][C:32]1[CH:37]=[CH:36][C:35]([OH:38])=[C:34]([C:39]([CH3:42])([CH3:41])[CH3:40])[CH:33]=1>CN(C=O)C.CN(C1C=CN=CC=1)C.C(OCC)(=O)C>[NH:1]([C:19]([O:21][CH2:22][C:23]1[CH:24]=[CH:25][CH:26]=[CH:27][CH:28]=1)=[O:20])[C@H:2]([C:9]([NH:29][C@H:30]([C:43]([O:45][CH3:46])=[O:44])[CH2:31][C:32]1[CH:37]=[CH:36][C:35]([OH:38])=[C:34]([C:39]([CH3:42])([CH3:40])[CH3:41])[CH:33]=1)=[O:11])[C:3]1[CH:4]=[CH:5][CH:6]=[CH:7][CH:8]=1. Reported procedure: To a solution of Z-Phg-OSu (640 mg) in DMF (10 ml), 463 mg (1.84 mmol) of Tyr(3-tBu)-OMe and 408 mg (3.34 mmol) of DMAP were added and the mixture was stirred at room temperature for 1 hour. The reaction mixture was diluted with ethyl acetate and washed first with saturated aqueous NaHCO3, then with water and finally with saturated brine. The organic layer was dried with anhydrous magnesium sulfate and concentrated under reduced pressure; the resulting residue was subjected to silica gel column ... Reactants: C[Si](C)(C)[N-][Si](C)(C)C.[Li+] (lithium bis(trimethylsilyl)amide), solution, ClC1=CC2=C(C=N1)C(OC2CC)=O (6-chloro-1-ethyl-1H-furo[3,4-c]pyridin-3-one), N1C(CC2=CC=CC=C12)=O (1,3-dihydro-indol-2-one), Cl (HCl). The solvent is C1CCOC1 (THF), C1CCOC1 (THF). Conditions: temperature 95 celsius, time 4.5 hour. The product is ClC1=CC2=C(C=N1)C(OC2CC)=C2C(NC1=CC=CC=C21)=O (3-(6-Chloro-1-ethyl-1H-furo[3,4-c]pyridin-3-ylidene)-1,3-dihydro-indol-2-one). Yield: 67.4%. As a reaction SMILES: [NH:1]1[C:9]2[C:4](=[CH:5][CH:6]=[CH:7][CH:8]=2)[CH2:3][C:2]1=[O:10].C[Si]([N-][Si](C)(C)C)(C)C.[Li+].[Cl:21][C:22]1[N:27]=[CH:26][C:25]2[C:28](=O)[O:29][CH:30]([CH2:31][CH3:32])[C:24]=2[CH:23]=1.Cl>C1COCC1>[Cl:21][C:22]1[N:27]=[CH:26][C:25]2[C:28](=[C:3]3[C:4]4[C:9](=[CH:8][CH:7]=[CH:6][CH:5]=4)[NH:1][C:2]3=[O:10])[O:29][CH:30]([CH2:31][CH3:32])[C:24]=2[CH:23]=1 |f:1.2|. Reported procedure: A solution of 1,3-dihydro-indol-2-one (650 mg, 4.77 mmol.) in THF (10 mL) is cooled to 0° C. under an argon atmosphere and treated with a solution of lithium bis(trimethylsilyl)amide (9.6 mL of a 1 M solution in THF, 9.6 mmol) dropwise. The ice bath is removed and 6-chloro-1-ethyl-1H-furo[3,4-c]pyridin-3-one (630 mg, 3.18 mmol) is added directly as a solid. The resulting solution is stirred for 4.5 h. The reaction mixture is poured into aqueous 10% HCl solution (100 mL) and stirred at room tempe... Yields the product COC(=O)c1ccc(-c2cn(C)ccc2=O)cc1. Reactants: Cn1ccc(=O)c(Br)c1, Br, COC(=O)c1ccc(B(O)O)cc1, Cc1ccccc1, [Na+], [Na+], O=C([O-])[O-], O, c1ccc(P(c2ccccc2)(c2ccccc2)[Pd](P(c2ccccc2)(c2ccccc2)c2ccccc2)(P(c2ccccc2)(c2ccccc2)c2ccccc2)P(c2ccccc2)(c2ccccc2)c2ccccc2)cc1. As a reaction SMILES: [Br:2][c:3]1[cH:4][n:5]([CH3:10])[cH:6][cH:7][c:8]1=[O:9].[BrH:1].[CH3:11][O:12][C:13](=[O:14])[c:15]1[cH:16][cH:17][c:18]([B:21]([OH:22])[OH:23])[cH:19][cH:20]1.[CH3:30][c:31]1[cH:32][cH:33][cH:34][cH:35][cH:36]1.[Na+:24].[Na+:25].[O-:26][C:27](=[O:28])[O-:29].[OH2:37].[cH:38]1[cH:39][cH:40][c:41]([P:42]([Pd:43]([P:44]([c:45]2[cH:46][cH:47][cH:48][cH:49][cH:50]2)([c:51]2[cH:52][cH:53][cH:54][cH:55][cH:56]2)[c:57]2[cH:58][cH:59][cH:60][cH:61][cH:62]2)([P:63]([c:64]2[cH:65][cH:66][cH:67][cH:68][cH:69]2)([c:70]2[cH:71][cH:72][cH:73][cH:74][cH:75]2)[c:76]2[cH:77][cH:78][cH:79][cH:80][cH:81]2)[P:82]([c:83]2[cH:84][cH:85][cH:86][cH:87][cH:88]2)([c:89]2[cH:90][cH:91][cH:92][cH:93][cH:94]2)[c:95]2[cH:96][cH:97][cH:98][cH:99][cH:100]2)([c:101]2[cH:102][cH:103][cH:104][cH:105][cH:106]2)[c:107]2[cH:108][cH:109][cH:110][cH:111][cH:112]2)[cH:113][cH:114]1>>[c:3]1(-[c:18]2[cH:17][cH:16][c:15]([C:13]([O:12][CH3:11])=[O:14])[cH:20][cH:19]2)[cH:4][n:5]([CH3:10])[cH:6][cH:7][c:8]1=[O:9].